This data is from the Open Reaction Database (ORD), a public repository of structured organic reaction records. The task is: describe an organic reaction: reactants, conditions, products, and yield Reactants: CC(=O)[C-]1C=CC=C1.[CH-]1C=CC=C1.[Fe+2] (ferrocenyl methyl ketone), C(C=C)Br (allyl bromide), [I-].[I-].[Sm+2] (samarium diiodide). The product is [C-]1(C=CC=C1)C(=CC=C)C.[CH-]1C=CC=C1.[Fe+2] (1-Ferrocenyl-1-methyl-1,3-butadiene). Yield: 99.0%. Reaction SMILES: [CH3:1][C:2]([C-:4]1[CH:8]=[CH:7][CH:6]=[CH:5]1)=O.[CH-:9]1[CH:13]=[CH:12][CH:11]=[CH:10]1.[Fe+2:14].C(Br)C=C.[I-].[I-].[Sm+2]>>[C-:9]1([C:5]([CH3:6])=[CH:4][CH:2]=[CH2:1])[CH:13]=[CH:12][CH:11]=[CH:10]1.[CH-:4]1[CH:8]=[CH:7][CH:6]=[CH:5]1.[Fe+2:14] |f:0.1.2,4.5.6,7.8.9|. Procedure: According to the step flow described in Example 1, about 274 mg (1.20 mmole) of ferrocenyl methyl ketone react with 242 mg (2.0 mmole) of allyl bromide and 1.77 mmole of samarium diiodide in a temperature range of about 0° C. to room temperature to produce an oil-type 1-Ferrocenyl-1-methyl-1,3-butadiene (3b) with a weight of about 302 mg (1.19 mmole) and a yield of about 99%. Reactants: BrC1=CC(=CC(=C1)C(C)(C)C)Br (1,3-dibromo-5-(tert-butyl)benzene), C(CCC)[Sn](C(=C)OCC)(CCCC)CCCC (tri-n-butyl-1-ethoxyvinyl tin). The reagents and catalysts are Cl[Pd]([P](C1=CC=CC=C1)(C2=CC=CC=C2)C3=CC=CC=C3)([P](C4=CC=CC=C4)(C5=CC=CC=C5)C6=CC=CC=C6)Cl (Pd(PPh3)2Cl2). Run in C1(=CC=CC=C1)C (toluene). Run at temperature 95 celsius, time 3 hour. The product is BrC=1C=C(C=C(C1)C(C)(C)C)C(C)=O (1-(3-Bromo-5-(tert-butyl)phenyl)ethanone). As a reaction SMILES: Br[C:2]1[CH:7]=[C:6]([C:8]([CH3:11])([CH3:10])[CH3:9])[CH:5]=[C:4]([Br:12])[CH:3]=1.C([Sn](CCCC)(CCCC)[C:18]([O:20]CC)=[CH2:19])CCC>C1(C)C=CC=CC=1.Cl[Pd](Cl)([P](C1C=CC=CC=1)(C1C=CC=CC=1)C1C=CC=CC=1)[P](C1C=CC=CC=1)(C1C=CC=CC=1)C1C=CC=CC=1>[Br:12][C:4]1[CH:3]=[C:2]([C:18](=[O:20])[CH3:19])[CH:7]=[C:6]([C:8]([CH3:11])([CH3:10])[CH3:9])[CH:5]=1 |^1:40,59|. Procedure details: To a solution of 1,3-dibromo-5-(tert-butyl)benzene (664 mg, 2.22 mmol) in toluene (15 mL) were added tri-n-butyl-1-ethoxyvinyl tin (965 mg, 2.66 mmol) and Pd(PPh3)2Cl2 (150 mg 0.22 mmol) under N2. The mixture was stirred at 95° C. for 3 h, evaporated, diluted with 1,4-dioxane and 2N HCl, stirred rapidly at 25° C. for 1 h and then extracted with EA. The combined organic layers were washed with brine, dried over Na2SO4, concentrated and purified by CC to afford compound P49a (310 mg, 55%).